Dataset: the Open Reaction Database (ORD), a public repository of structured organic reaction records. Task: describe an organic reaction: reactants, conditions, products, and yield Run at temperature 25 celsius, time 1 hour. As a reaction SMILES: [CH2:1]([C@H:8]([NH:39]C(=O)OC(C)(C)C)[C@H:9]([OH:38])[CH2:10][C@H:11]([NH:25][C:26](=[O:37])[C@@H:27]([NH:32][C:33]([O:35][CH3:36])=[O:34])[C:28]([CH3:31])([CH3:30])[CH3:29])[CH2:12][C:13]1[CH:18]=[CH:17][C:16]([C:19]2[CH:24]=[CH:23][CH:22]=[CH:21][N:20]=2)=[CH:15][CH:14]=1)[C:2]1[CH:7]=[CH:6][CH:5]=[CH:4][CH:3]=1.FC(F)(F)C(O)=O>ClCCl>[NH2:39][C@@H:8]([CH2:1][C:2]1[CH:3]=[CH:4][CH:5]=[CH:6][CH:7]=1)[C@H:9]([OH:38])[CH2:10][C@H:11]([NH:25][C:26]([C@@H:27]([NH:32][C:33](=[O:34])[O:35][CH3:36])[C:28]([CH3:31])([CH3:30])[CH3:29])=[O:37])[CH2:12][C:13]1[CH:18]=[CH:17][C:16]([C:19]2[CH:24]=[CH:23][CH:22]=[CH:21][N:20]=2)=[CH:15][CH:14]=1. Procedure: A solution containing the product from Example 107G (0.042 g, 0.066 mmol) in dichloromethane (1 mL) was treated with trifluoroacetic acid (1 mL), stirred at 25° C. for 1 hour, concentrated, and partitioned between ethyl acetate and saturated NaHCO3 solution. The organic phase was washed with brine, dried over MgSO4, filtered and concentrated. The reactants are C(C1=CC=CC=C1)[C@@H]([C@@H](C[C@@H](CC1=CC=C(C=C1)C1=NC=CC=C1)NC([C@H](C(C)(C)C)NC(=O)OC)=O)O)NC(OC(C)(C)C)=O (tert-butyl(1S,2R,4R)-1-benzyl-2-hydroxy-4-({(2S)-2-[(methoxycarbonyl)amino]-3,3-dimethylbutanoyl}amino)-5-[4-(2-pyridinyl)phenyl]pentylcarbamate), FC(C(=O)O)(F)F (trifluoroacetic acid). The product is N[C@H]([C@@H](C[C@@H](CC1=CC=C(C=C1)C1=NC=CC=C1)NC(=O)[C@H](C(C)(C)C)NC(OC)=O)O)CC1=CC=CC=C1 (methyl(1S)-1-[({(1R,3R,4S)-4-amino-3-hydroxy-5-phenyl-1-[4-(2-pyridinyl)benzyl]pentyl}amino)carbonyl]-2,2-dimethylpropylcarbamate). The solvent is ClCCl (dichloromethane). The reactants are Cc1c(OCCCCCl)ccnc1CCl, Cl, [H-], Cc1nc(C)c(Cl)c(N)n1, [Na+]. Yields the product Cc1nc(C)c(Cl)c(NCc2nccc(OCCCCCl)c2C)n1. RXN SMILES: [Cl:2][CH2:3][CH2:4][CH2:5][CH2:6][O:7][c:8]1[c:9]([CH3:16])[c:10]([CH2:14][Cl:15])[n:11][cH:12][cH:13]1.[ClH:1].[H-:27].[NH2:17][c:18]1[n:19][c:20]([CH3:26])[n:21][c:22]([CH3:25])[c:23]1[Cl:24].[Na+:28]>>[Cl:2][CH2:3][CH2:4][CH2:5][CH2:6][O:7][c:8]1[c:9]([CH3:16])[c:10]([CH2:14][NH:17][c:18]2[n:19][c:20]([CH3:26])[n:21][c:22]([CH3:25])[c:23]2[Cl:24])[n:11][cH:12][cH:13]1. Starting materials: C1CNCCN1, CO, CC1CCC(OS(C)(=O)=O)CC1, O. The product is CC1CCC(N2CCNCC2)CC1. As a reaction SMILES: [CH2:1]1[CH2:2][NH:3][CH2:4][CH2:5][NH:6]1.[CH3:7][OH:8].[CH3:9][S:10]([O:11][CH:14]1[CH2:15][CH2:16][CH:17]([CH3:20])[CH2:18][CH2:19]1)(=[O:12])=[O:13].[OH2:21]>>[CH2:1]1[CH2:2][N:3]([CH:14]2[CH2:15][CH2:16][CH:17]([CH3:20])[CH2:18][CH2:19]2)[CH2:4][CH2:5][NH:6]1. Reactants: CCCCN1C(=O)C(Cl)=C(c2ccccc2)S1(=O)=O, COc1ccc(CN)cc1. The product is CCCCN1C(=O)C(NCc2ccc(OC)cc2)=C(c2ccccc2)S1(=O)=O. As a reaction SMILES: [CH2:1]([CH2:2][CH2:3][CH3:4])[N:5]1[S:6](=[O:18])(=[O:19])[C:7]([c:12]2[cH:13][cH:14][cH:15][cH:16][cH:17]2)=[C:8]([Cl:11])[C:9]1=[O:10].[CH3:20][O:21][c:22]1[cH:23][cH:24][c:25]([CH2:28][NH2:29])[cH:26][cH:27]1>>[CH2:1]([CH2:2][CH2:3][CH3:4])[N:5]1[S:6](=[O:18])(=[O:19])[C:7]([c:12]2[cH:13][cH:14][cH:15][cH:16][cH:17]2)=[C:8]([NH:29][CH2:28][c:25]2[cH:24][cH:23][c:22]([O:21][CH3:20])[cH:27][cH:26]2)[C:9]1=[O:10]. The solvent is C(C)O (ethanol). The product is C(C=C)(=O)OC(CSCC1=CC=CC=C1)CSCC1=CC=CC=C1 (1,3-bis-(benzylthio)-2-propyl acrylate). Procedure: 1,3-bis-(benzylthio)-2-propyl acrylate was prepared by using benzyl mercaptan in place of dodecanethiol in the procedure described in Steps (1) and (2) of Example 1. A solution of 14 grams of the acrylate, 5.8 grams of benzyl mercaptan and 1 milliliter of "Triton B" in 75 milliliters of ethanol was heated under reflux for 71/4 hours. The reaction mixture was allowed to cool and was then poured into water. The oil which precipitated was separated by extraction with toluene and the toluene solutio... Starting materials: C(C1=CC=CC=C1)S (benzyl mercaptan), O (water), C(CCCCCCCCCCC)SCCC(=O)OC(CSCCCCCCCCCCCC)CSCCCCCCCCCCCC (1,3-bis-(dodecylthio)-2-propyl 3-(dodecylthio)propionate), C(C=C)(=O)[O-] (acrylate), C(C1=CC=CC=C1)S (benzyl mercaptan). Reaction SMILES: C(S)C1C=CC=CC=1.C(S[CH2:22][CH2:23][C:24]([O:26][CH:27]([CH2:42][S:43][CH2:44][CH2:45][CH2:46][CH2:47][CH2:48][CH2:49][CH2:50]CCCCC)[CH2:28][S:29][CH2:30][CH2:31][CH2:32][CH2:33][CH2:34][CH2:35][CH2:36]CCCCC)=[O:25])CCCCCCCCCCC.C([O-])(=O)C=C.O>C(O)C>[C:24]([O:26][CH:27]([CH2:28][S:29][CH2:30][C:31]1[CH:32]=[CH:33][CH:34]=[CH:35][CH:36]=1)[CH2:42][S:43][CH2:44][C:45]1[CH:46]=[CH:47][CH:48]=[CH:49][CH:50]=1)(=[O:25])[CH:23]=[CH2:22].